The task is: describe an organic reaction: reactants, conditions, products, and yield. This data is from the Open Reaction Database (ORD), a public repository of structured organic reaction records. The solvent is CS(=O)C (DMSO). Reactants: [H-].[Na+] (NaH), ClCCCC(CC)C (1-chloro-4-methylhexane), resultant mixture, CC(C(=O)OCC)C(=O)OCC (diethyl methylmalonate). The yield is 95.5%. Product: CC(CCCC(C(=O)OCC)(C(=O)OCC)C)CC (diethyl 4-methylhexylmethylmalonate). Reported procedure: First, 4 g (0.1 mol) of NaH as an oil was added to 100 mm of dried DMSO, forming a mixture. Into this mixture, 17.4 g (0.1 mol) of diethyl methylmalonate was dripped, while being stirred on an ice bath. Then, 13.4 g (0.1 mol) of 1-chloro-4-methylhexane was added to the resultant mixture and reacted with it at 70° C. for five hours. thereby obtaining 26 g of crude diethyl 4-methylhexylmethylmalonate (II). This reaction is described as follows: ##STR3## RXN SMILES: [H-].[Na+].[CH3:3][CH:4]([C:10]([O:12][CH2:13][CH3:14])=[O:11])[C:5]([O:7][CH2:8][CH3:9])=[O:6].Cl[CH2:16][CH2:17][CH2:18][CH:19]([CH3:22])[CH2:20][CH3:21]>CS(C)=O>[CH3:22][CH:19]([CH2:20][CH3:21])[CH2:18][CH2:17][CH2:16][C:4]([CH3:3])([C:5]([O:7][CH2:8][CH3:9])=[O:6])[C:10]([O:12][CH2:13][CH3:14])=[O:11] |f:0.1|. The reactants are [H][H] (hydrogen), ClC1=C(C=C(C=C1)[N+](=O)[O-])[N+](=O)[O-] (1-chloro-2,4-dinitrobenzene), C(C)(=O)O.C(CCC)NC=NCCCC (N,N'-dibutylformamidine acetate). The reagents and catalysts are [Ni] (Raney nickel). Run in CO (methanol). The product is ClC1=C(C=C(C=C1)N)N (1-Chloro-2,4-diaminobenzene), 1-Chloro-2,4-acetamidobenzene. RXN SMILES: [Cl:1][C:2]1[CH:7]=[CH:6][C:5]([N+:8]([O-])=O)=[CH:4][C:3]=1[N+:11]([O-])=O.C(O)(=O)C.C(NC=NCCCC)CCC.[H][H]>[Ni].CO>[Cl:1][C:2]1[CH:7]=[CH:6][C:5]([NH2:8])=[CH:4][C:3]=1[NH2:11] |f:1.2|. Reported procedure: 40.8 g of 1-chloro-2,4-dinitrobenzene, 2 g of Raney nickel (60%, aqueous), 2.3 g of N,N'-dibutylformamidine acetate and 120 ml of methanol are introduced in an autoclave equipped with gas introduction stirrer. The air in the autoclave is then displaced by nitrogen and then by hydrogen. The hydrogenation is carried out at a pressure of 10 bar and a temperature of 60° C. The hydrogenation time is 11/4 hours. 1-Chloro-2,4-diaminobenzene, 97% pure (analysed as 1-Chloro-2,4-acetamidobenzene by liquid... The reactants are C[Si](C)(C)[N-][Si](C)(C)C, COc1cc(Cl)c2c(c1)CCN2, CCC(COC)n1cc(Cl)nc(Cl)c1=O, Cl, [Na+], C1CCOC1, O. The product is CCC(COC)n1cc(Cl)nc(N2CCc3cc(OC)cc(Cl)c32)c1=O. As a reaction SMILES: [CH3:29][Si:30]([N-:31][Si:32]([CH3:33])([CH3:34])[CH3:35])([CH3:36])[CH3:37].[Cl:17][c:18]1[cH:19][c:20]([O:27][CH3:28])[cH:21][c:22]2[c:26]1[NH:25][CH2:24][CH2:23]2.[Cl:1][c:2]1[c:3](=[O:15])[n:4]([CH:9]([CH2:10][CH3:11])[CH2:12][O:13][CH3:14])[cH:5][c:6]([Cl:8])[n:7]1.[ClH:16].[Na+:38].[O:40]1[CH2:41][CH2:42][CH2:43][CH2:44]1.[OH2:39]>>[c:2]1([N:25]2[CH2:24][CH2:23][c:22]3[cH:21][c:20]([O:27][CH3:28])[cH:19][c:18]([Cl:17])[c:26]32)[c:3](=[O:15])[n:4]([CH:9]([CH2:10][CH3:11])[CH2:12][O:13][CH3:14])[cH:5][c:6]([Cl:8])[n:7]1. The reactants are CC(C)(C)OC(=O)N1CCC(c2nc(C(=O)O)cs2)CC1, CCN=C=NCCCN(C)C, CN(C)c1ccccn1, ClCCl, O, OC1CCCCC1. The product is CC(C)(C)OC(=O)N1CCC(c2nc(C(=O)OC3CCCCC3)cs2)CC1. Reaction SMILES: [C:28]([CH3:29])([CH3:30])([CH3:31])[O:32][C:33](=[O:34])[N:35]1[CH2:36][CH2:37][CH:38]([c:41]2[s:42][cH:43][c:44]([C:46](=[O:47])[OH:48])[n:45]2)[CH2:39][CH2:40]1.[CH2:17]([N:18]=[C:19]=[N:20][CH2:21][CH2:22][CH2:23][N:24]([CH3:25])[CH3:26])[CH3:27].[CH3:8][N:9]([c:10]1[cH:11][cH:12][cH:13][cH:14][n:15]1)[CH3:16].[Cl:49][CH2:50][Cl:51].[OH2:52].[OH:1][CH:2]1[CH2:3][CH2:4][CH2:5][CH2:6][CH2:7]1>>[O:1]([CH:2]1[CH2:3][CH2:4][CH2:5][CH2:6][CH2:7]1)[C:46]([c:44]1[cH:43][s:42][c:41]([CH:38]2[CH2:37][CH2:36][N:35]([C:33]([O:32][C:28]([CH3:29])([CH3:30])[CH3:31])=[O:34])[CH2:40][CH2:39]2)[n:45]1)=[O:47]. Reactants: C(C)(C)(C)OC(=O)N1CCC(CC1)NCC1=CC(=CC=C1)C1=NC(=NC=C1)Cl (4-[3-(2-Chloro-pyrimidin-4-yl)-benzylamino]-piperidine-1-carboxylic acid tert-butyl ester), C(CC)=O (propionaldehyde), 445. Product: C(C)(C)(C)OC(=O)N1CCC(CC1)N(CCC)CC1=CC(=CC=C1)C1=NC(=NC=C1)Cl (4-{[3-(2-Chloro-pyrimidin-4-yl)-benzyl]-propyl-amino}-piperidine-1-carboxylic acid tert-butyl ester). As a reaction SMILES: [C:1]([O:5][C:6]([N:8]1[CH2:13][CH2:12][CH:11]([NH:14][CH2:15][C:16]2[CH:21]=[CH:20][CH:19]=[C:18]([C:22]3[CH:27]=[CH:26][N:25]=[C:24]([Cl:28])[N:23]=3)[CH:17]=2)[CH2:10][CH2:9]1)=[O:7])([CH3:4])([CH3:3])[CH3:2].[CH:29](=O)[CH2:30][CH3:31]>>[C:1]([O:5][C:6]([N:8]1[CH2:13][CH2:12][CH:11]([N:14]([CH2:15][C:16]2[CH:21]=[CH:20][CH:19]=[C:18]([C:22]3[CH:27]=[CH:26][N:25]=[C:24]([Cl:28])[N:23]=3)[CH:17]=2)[CH2:29][CH2:30][CH3:31])[CH2:10][CH2:9]1)=[O:7])([CH3:4])([CH3:2])[CH3:3]. Procedure details: Intermediate 29 was coupled with propionaldehyde following procedure E. LC-MS showed the product had the expected M+H+ of 445. Procedure details: To an ice cooled solution of Boc-D-Trp(Tos)-OBzl (3.23 g) in ethanol (40 ml) was added 1N sodium hydroxide solution (6 ml) at room temperature. The solution was stirred for two hours, during this period two 2 ml portions of 1N sodium hydroxide solution were added. After evaporation of ethanol, and addition of water (50 ml), the solution was extracted once with ether. The aqueous layer was acidified with 1N hydrochloric acid and the resulting oily material was extracted with ethyl acetate, and th... RXN SMILES: [NH:1]([C:33]([O:35][C:36]([CH3:39])([CH3:38])[CH3:37])=[O:34])[C@@H:2]([C:23]([O:25]CC1C=CC=CC=1)=[O:24])[CH2:3][C:4]1[C:12]2[C:7](=[CH:8][CH:9]=[CH:10][CH:11]=2)[N:6]([S:13]([C:16]2[CH:22]=[CH:21][C:19]([CH3:20])=[CH:18][CH:17]=2)(=[O:15])=[O:14])[CH:5]=1.[OH-].[Na+]>C(O)C>[NH:1]([C:33]([O:35][C:36]([CH3:39])([CH3:38])[CH3:37])=[O:34])[C@@H:2]([C:23]([OH:25])=[O:24])[CH2:3][C:4]1[C:12]2[C:7](=[CH:8][CH:9]=[CH:10][CH:11]=2)[N:6]([S:13]([C:16]2[CH:22]=[CH:21][C:19]([CH3:20])=[CH:18][CH:17]=2)(=[O:15])=[O:14])[CH:5]=1 |f:1.2|. Isolated yield 92.6%. Run in C(C)O (ethanol). The reactants are two, [OH-].[Na+] (sodium hydroxide), ice, N([C@H](CC1=CN(C2=CC=CC=C12)S(=O)(=O)C1=CC=C(C)C=C1)C(=O)OCC1=CC=CC=C1)C(=O)OC(C)(C)C (Boc-D-Trp(Tos)-OBzl), [OH-].[Na+] (sodium hydroxide). Yields the product N([C@H](CC1=CN(C2=CC=CC=C12)S(=O)(=O)C1=CC=C(C)C=C1)C(=O)O)C(=O)OC(C)(C)C (Boc-D-Trp(Tos)-OH). Reactants: BrC=1C=C2C(=CC1)OC(CC21NC(NC1=O)=O)C1COCCC1 (6-bromo-2-(tetrahydro-2H-pyran-3-yl)spiro[chroman-4,4′-imidazolidine]-2′,5′-dione), COC=1C=CC(=CC1)P2(=S)SP(=S)(S2)C=3C=CC(=CC3)OC (Lawesson's Reagent). Solvent: O1CCOCC1 (1,4-dioxane). Conditions: temperature 120 celsius. Yields the product BrC=1C=C2C(=CC1)OC(CC21NC(NC1=O)=S)C1COCCC1 (6-bromo-2-(tetrahydro-2H-pyran-3-yl)-2′-thioxospiro[chroman-4,4′-imidazolidin]-5′-one). The yield is 38.2%. Reaction SMILES: [Br:1][C:2]1[CH:3]=[C:4]2[C:11]3([C:15](=[O:16])[NH:14][C:13](=O)[NH:12]3)[CH2:10][CH:9]([CH:18]3[CH2:23][CH2:22][CH2:21][O:20][CH2:19]3)[O:8][C:5]2=[CH:6][CH:7]=1.COC1C=CC(P2(SP(C3C=CC(OC)=CC=3)(=S)S2)=[S:33])=CC=1>O1CCOCC1>[Br:1][C:2]1[CH:3]=[C:4]2[C:11]3([C:15](=[O:16])[NH:14][C:13](=[S:33])[NH:12]3)[CH2:10][CH:9]([CH:18]3[CH2:23][CH2:22][CH2:21][O:20][CH2:19]3)[O:8][C:5]2=[CH:6][CH:7]=1. Reported procedure: A suspension of 6-bromo-2-(tetrahydro-2H-pyran-3-yl)spiro[chroman-4,4′-imidazolidine]-2′,5′-dione (300 mg, 0.79 mmol) and Lawesson's Reagent (319 mg, 0.79 mmol) in dry 1,4-dioxane (4 mL) was heated at 120° C. for 30 minutes in microwave. The mixture was concentrated in vacuo and the residue was purified by preparative TLC to give 6-bromo-2-(tetrahydro-2H-pyran-3-yl)-2′-thioxospiro[chroman-4,4′-imidazolidin]-5′-one (120 mg, 40%).